Task: describe an organic reaction: reactants, conditions, products, and yield. Dataset: the Open Reaction Database (ORD), a public repository of structured organic reaction records Reactants: O1CCCC1 (tetrahydrofuran), [Si](C)(C)(C(C)(C)C)O[C@H](C)[C@H]1C(N[C@@H]1[C@H](C(=O)C=1C=C(C=CC1S(=O)(=O)NC1CCCCC1)C)C)=O (3-{(2R)-2-[(3S,4R)-3-[(1R)-1-tert-butyldimethylsilyloxyethyl]-2-oxoazetidin-4-yl]propionyl}-N-cyclohexyl-p-toluenesulfonamide), [OH-].[Na+] (sodium hydroxide). The solvent is O (water). Run at time 3 hour. Product: [Si](C)(C)(C(C)(C)C)O[C@H](C)[C@H]1C(N[C@@H]1[C@H](C(=O)O)C)=O ((R)-2-[(3S,4S)-3-[(R)-1-tert-butyldimethylsilyloxyethyl]-2-oxoazetidin-4-yl]propionic acid). The yield is 69.0%. As a reaction SMILES: [O:1]1CCCC1.[Si:6]([O:13][C@@H:14]([C@@H:16]1[C@@H:19]([C@@H:20]([CH3:40])[C:21](C2C=C(C)C=CC=2S(NC2CCCCC2)(=O)=O)=[O:22])[NH:18][C:17]1=[O:41])[CH3:15])([C:9]([CH3:12])([CH3:11])[CH3:10])([CH3:8])[CH3:7].[OH-].[Na+]>O>[Si:6]([O:13][C@@H:14]([C@@H:16]1[C@@H:19]([C@@H:20]([CH3:40])[C:21]([OH:22])=[O:1])[NH:18][C:17]1=[O:41])[CH3:15])([C:9]([CH3:10])([CH3:11])[CH3:12])([CH3:7])[CH3:8] |f:2.3|. Reported procedure: To a tetrahydrofuran solution (2:1, 3.5 ml) of 3-{(2R)-2-[(3S,4R)-3-[(1R)-1-tert-butyldimethylsilyloxyethyl]-2-oxoazetidin-4-yl]propionyl}-N-cyclohexyl-p-toluenesulfonamide (218 mg, 0.4 mmol, β:α=88:12), 0.5N aqueous sodium hydroxide (1.8 ml) was added dropwise at room temperature, followed by stirring for 3 hours at the same temperature. To the reaction mixture, 5 ml of water was then poured and the resulting mixture was washed with methylene chloride. The aqueous layer was acidified to pH 2 wi...